This data is from the Open Reaction Database (ORD), a public repository of structured organic reaction records. The task is: describe an organic reaction: reactants, conditions, products, and yield The reactants are C(C1=CC=CC=C1)N1C[C@H]([C@@H](CC1)C1=CC=C(C=C1)F)COC1=CC2=C(C=C1)OCO2 ((−)trans-1-benzyl-4-(4-fluorophenyl)-3-(3,4-methylenedioxyphenoxymethyl)piperidine), [H][H] (hydrogen). The reagents and catalysts are [Pd] (palladium-on-carbon). The solvent is C(C)O (ethanol). Product: C1=CC(=CC=C1[C@@H]2CCNC[C@H]2COC=3C=CC4=C(C3)OCO4)F (paroxetine). Yield: 98.7%. Reaction SMILES: C([N:8]1[CH2:13][CH2:12][C@@H:11]([C:14]2[CH:19]=[CH:18][C:17]([F:20])=[CH:16][CH:15]=2)[C@H:10]([CH2:21][O:22][C:23]2[CH:28]=[CH:27][C:26]3[O:29][CH2:30][O:31][C:25]=3[CH:24]=2)[CH2:9]1)C1C=CC=CC=1.[H][H]>C(O)C.[Pd]>[CH:15]1[C:14]([C@H:11]2[C@H:10]([CH2:21][O:22][C:23]3[CH:28]=[CH:27][C:26]4[O:29][CH2:30][O:31][C:25]=4[CH:24]=3)[CH2:9][NH:8][CH2:13][CH2:12]2)=[CH:19][CH:18]=[C:17]([F:20])[CH:16]=1. Procedure: A solution containing 8.4 g (0.02 mol) of (−)trans-1-benzyl-4-(4-fluorophenyl)-3-(3,4-methylenedioxyphenoxymethyl)piperidine in 120 ml of ethanol is hydrogenated in an autoclave in the presence of 0.6 g of 10% palladium-on-carbon catalyst at 30 to 40° C. under 2×105 Pa pressure for 2 to 3 hours. After taking up the hydrogen, the catalyst is filtered under nitrogen gas and the filtrate is evaporated to solvent-free to give 6.5 g of paroxetine base as evaporation residue in the form of a colourles... Starting materials: CC(=O)O[BH-](OC(C)=O)OC(C)=O, CC1CCC2(CC2)CC1=O, CC(=O)O, ClCCl, NCc1ccccc1, [Na+], O, c1ccccc1. Product: CC1CCC2(CC2)CC1NCc1ccccc1. As a reaction SMILES: [C:19]([O:20][BH-:21]([O:22][C:23](=[O:24])[CH3:25])[O:26][C:27](=[O:28])[CH3:29])(=[O:30])[CH3:31].[CH3:1][CH:2]1[C:3](=[O:10])[CH2:4][C:5]2([CH2:6][CH2:7]2)[CH2:8][CH2:9]1.[CH3:33][C:34](=[O:35])[OH:36].[Cl:43][CH2:44][Cl:45].[NH2:11][CH2:12][c:13]1[cH:14][cH:15][cH:16][cH:17][cH:18]1.[Na+:32].[OH2:46].[cH:37]1[cH:38][cH:39][cH:40][cH:41][cH:42]1>>[CH3:1][CH:2]1[CH:3]([NH:11][CH2:12][c:13]2[cH:14][cH:15][cH:16][cH:17][cH:18]2)[CH2:4][C:5]2([CH2:6][CH2:7]2)[CH2:8][CH2:9]1. Starting materials: BrCc1ccccc1, O=C([O-])[O-], CCOC(C)=O, Cl, O=C(O)c1cccc(I)c1, [K+], [K+], CN(C)C=O. Yields the product O=C(OCc1ccccc1)c1cccc(I)c1. Reaction SMILES: [Br:17][CH2:18][c:19]1[cH:20][cH:21][cH:22][cH:23][cH:24]1.[C:11](=[O:12])([O-:13])[O-:14].[CH3:31][CH2:32][O:33][C:34](=[O:35])[CH3:36].[ClH:25].[I:1][c:2]1[cH:3][c:4]([C:5](=[O:6])[OH:7])[cH:8][cH:9][cH:10]1.[K+:15].[K+:16].[O:26]=[CH:27][N:28]([CH3:29])[CH3:30]>>[I:1][c:2]1[cH:3][c:4]([C:5](=[O:6])[O:7][CH2:18][c:19]2[cH:20][cH:21][cH:22][cH:23][cH:24]2)[cH:8][cH:9][cH:10]1.